The task is: describe an organic reaction: reactants, conditions, products, and yield. This data is from the Open Reaction Database (ORD), a public repository of structured organic reaction records. The reactants are C1=CC(=CC=C1CO)O (p-hydroxybenzyl alcohol), C1(=CC=C(C=C1)S(=O)(=O)OCCC(CCCC)C(F)(F)F)C (3-trifluoromethylheptyl p-toluenesulfonate), [OH-].[Na+] (sodium hydroxide), Cl (hydrochloric acid). Solvent: C(C)O (ethanol), C(C)O (ethanol). Reaction conditions: time 6 hour. Product: FC(C(CCOC1=CC=C(CO)C=C1)CCCC)(F)F ((+)-p-(3-trifluoromethylheptyloxy)benzyl alcohol). Reaction SMILES: [CH:1]1[C:6]([CH2:7][OH:8])=[CH:5][CH:4]=[C:3]([OH:9])[CH:2]=1.C1(C)C=CC(S(O[CH2:20][CH2:21][CH:22]([C:27]([F:30])([F:29])[F:28])[CH2:23][CH2:24][CH2:25][CH3:26])(=O)=O)=CC=1.[OH-].[Na+].Cl>C(O)C>[F:28][C:27]([F:29])([F:30])[CH:22]([CH2:23][CH2:24][CH2:25][CH3:26])[CH2:21][CH2:20][O:9][C:3]1[CH:4]=[CH:5][C:6]([CH2:7][OH:8])=[CH:1][CH:2]=1 |f:2.3|. Reported procedure: In a round-bottomed flask, a solution of 2.4 g of p-hydroxybenzyl alcohol in 10 ml of ethanol and 5.3 g of ()-3-trifluoromethylheptyl p-toluenesulfonate were placed, and a solution of 0.8 g of sodium hydroxide in 10 ml of ethanol was added thereto dropwise, followed by 6 hours of heat-refluxing, cooling by standing and acidification with hydrochloric acid. The organic layer was extracted with diethyl ether. The resultant ether solution was dried with sodium sulfate and subjected to distilling-of... The reactants are C(C)(=O)C=1C=C2C(C(=COC2=CC1)C1=NN=NN1)=O (6-acetyl-3-(1H-tetrazol-5-yl)chromone), [BH4-].[Na+] (sodium borohydride). Solvent: CO (methanol). Conditions: time 2 minute. The product is OC(C)C=1C=C2C(C(=COC2=CC1)C1=NN=NN1)=O (6-(1-hydroxyethyl)-3-(1H-tetrazol-5-yl)chromone). Reaction SMILES: [C:1]([C:4]1[CH:5]=[C:6]2[C:11](=[CH:12][CH:13]=1)[O:10][CH:9]=[C:8]([C:14]1[NH:18][N:17]=[N:16][N:15]=1)[C:7]2=[O:19])(=[O:3])[CH3:2].[BH4-].[Na+]>CO>[OH:3][CH:1]([C:4]1[CH:5]=[C:6]2[C:11](=[CH:12][CH:13]=1)[O:10][CH:9]=[C:8]([C:14]1[NH:18][N:17]=[N:16][N:15]=1)[C:7]2=[O:19])[CH3:2] |f:1.2|. Reported procedure: To a suspension of 0.128 part of 6-acetyl-3-(1H-tetrazol-5-yl)chromone in 5 parts by volume of methanol is added under stirring 0.020 part of sodium borohydride. The resulting mixture is stirred at room temperature for 2 minutes and then refluxed for 2 minutes. The solvent is distilled off and to the residue is added 10 parts by volume of 1N-hydrochloric acid. The resulting precipitates are recovered by filtration and recrystallized twice from ethanol to obtain 0.013 part of 6-(1-hydroxyethyl)-3... Reactants: [Br-], C1CCOC1, CC(C)(C)[O-], C[P+](c1ccccc1)(c1ccccc1)c1ccccc1, Cc1cc2c(cc1C(=O)c1cccc(I)c1)C(C)(C)CCC2(C)C, [K+]. Yields the product C=C(c1cccc(I)c1)c1cc2c(cc1C)C(C)(C)CCC2(C)C. Reaction SMILES: [Br-:31].[CH2:52]1[O:53][CH2:54][CH2:55][CH2:56]1.[CH3:1][C:2]([CH3:3])([O-:4])[CH3:5].[CH3:32][P+:33]([c:34]1[cH:35][cH:36][cH:37][cH:38][cH:39]1)([c:40]1[cH:41][cH:42][cH:43][cH:44][cH:45]1)[c:46]1[cH:47][cH:48][cH:49][cH:50][cH:51]1.[I:7][c:8]1[cH:9][c:10]([C:14](=[O:15])[c:16]2[cH:17][c:18]3[c:23]([cH:24][c:25]2[CH3:26])[C:22]([CH3:27])([CH3:28])[CH2:21][CH2:20][C:19]3([CH3:29])[CH3:30])[cH:11][cH:12][cH:13]1.[K+:6]>>[CH2:1]=[C:14]([c:10]1[cH:9][c:8]([I:7])[cH:13][cH:12][cH:11]1)[c:16]1[cH:17][c:18]2[c:23]([cH:24][c:25]1[CH3:26])[C:22]([CH3:27])([CH3:28])[CH2:21][CH2:20][C:19]2([CH3:29])[CH3:30].